Dataset: the Open Reaction Database (ORD), a public repository of structured organic reaction records. Task: describe an organic reaction: reactants, conditions, products, and yield The reactants are Clc1ccccn1, NCCCO, O, O. The product is OCCCNc1ccccn1. Reaction SMILES: [Cl:1][c:2]1[cH:3][cH:4][cH:5][cH:6][n:7]1.[NH2:8][CH2:9][CH2:10][CH2:11][OH:12].[O:13].[OH2:14]>>[c:2]1([NH:8][CH2:9][CH2:10][CH2:11][OH:12])[cH:3][cH:4][cH:5][cH:6][n:7]1. Starting materials: ClC1=NC=2N(C(N(C)C(C2N1)=O)=O)C (8-chlorotheophylline), C([O-])([O-])=O.[K+].[K+] (potassium carbonate), ClC1=CC=C(C(=O)C2=CC=C(CBr)C=C2)C=C1 (4-(4-chlorobenzoyl)benzyl bromide). Run in CN(C)C=O (DMF), O (water). Run at time 20 hour. Yields the product ClC1=NC=2N(C(N(C(C2N1CC1=CC=C(C=C1)C(C1=CC=C(C=C1)Cl)=O)=O)C)=O)C (8-Chloro-7-[4-(4-chlorobenzoyl)benzyl]-1,3-dimethylxanthine). Yield: 75.2%. RXN SMILES: [Cl:1][C:2]1[NH:11][C:10]2[C:9](=[O:12])[N:7]([CH3:8])[C:6](=[O:13])[N:5]([CH3:14])[C:4]=2[N:3]=1.C(=O)([O-])[O-].[K+].[K+].[Cl:21][C:22]1[CH:37]=[CH:36][C:25]([C:26]([C:28]2[CH:35]=[CH:34][C:31]([CH2:32]Br)=[CH:30][CH:29]=2)=[O:27])=[CH:24][CH:23]=1>CN(C=O)C.O>[Cl:1][C:2]1[N:11]([CH2:32][C:31]2[CH:30]=[CH:29][C:28]([C:26](=[O:27])[C:25]3[CH:36]=[CH:37][C:22]([Cl:21])=[CH:23][CH:24]=3)=[CH:35][CH:34]=2)[C:10]2[C:9](=[O:12])[N:7]([CH3:8])[C:6](=[O:13])[N:5]([CH3:14])[C:4]=2[N:3]=1 |f:1.2.3|. Procedure: To a solution of 8-chlorotheophylline (2.15 g) in DMF (20 ml) was added potassium carbonate (1.66 g) as well as 4-(4-chlorobenzoyl)benzyl bromide (3.10 g) and the mixture was stirred at room temperature for 20 hours. This reaction mixture was diluted with water and extracted with ethyl acetate. The extract was washed with saturated aqueous NaCl solution and dried over anhydrous sodium sulfate. The solvent was then distilled off and the residue was washed with ether to provide the title compound ... Starting materials: C(C)(=O)C1=CC=C(C=C1)C1=CC2=C(NC(=N2)OC=2C=CC(=C(C(=O)O)C2)C)C=C1Cl (5-{[5-(4-acetylphenyl)-6-chloro-1H-benzimidazol-2-yl]oxy}-2-methylbenzoic acid), CeCl3, C[Mg+].[Br-] (MeMgBr). The solvent is CCOCC (Et2O), C1CCOC1 (THF). Conditions: time 30 minute. Yields the product ClC=1C(=CC2=C(NC(=N2)OC=2C=CC(=C(C(=O)O)C2)C)C1)C1=CC=C(C=C1)C(C)(C)O (5-({6-chloro-5-[4-(1-hydroxy-1-methylethyl)phenyl]-1H-benzimidazol-2-yl}oxy)-2-methylbenzoic acid). Reaction SMILES: [C:1]([C:4]1[CH:9]=[CH:8][C:7]([C:10]2[C:29]([Cl:30])=[CH:28][C:13]3[NH:14][C:15]([O:17][C:18]4[CH:19]=[CH:20][C:21]([CH3:27])=[C:22]([CH:26]=4)[C:23]([OH:25])=[O:24])=[N:16][C:12]=3[CH:11]=2)=[CH:6][CH:5]=1)(=[O:3])[CH3:2].[CH3:31][Mg+].[Br-]>C1COCC1.CCOCC>[Cl:30][C:29]1[C:10]([C:7]2[CH:6]=[CH:5][C:4]([C:1]([OH:3])([CH3:31])[CH3:2])=[CH:9][CH:8]=2)=[CH:11][C:12]2[N:16]=[C:15]([O:17][C:18]3[CH:19]=[CH:20][C:21]([CH3:27])=[C:22]([CH:26]=3)[C:23]([OH:25])=[O:24])[NH:14][C:13]=2[CH:28]=1 |f:1.2|. Reported procedure: To a 0° C. suspension of 5-{[5-(4-acetylphenyl)-6-chloro-1H-benzimidazol-2-yl]oxy}-2-methylbenzoic acid (52 mg, 0.124 mmol) and CeCl3 (244 mg, 0.988 mmol) in THF (4 mL) was added MeMgBr (1.4 M in THF) (0.618 mL, 0.865 mmol) dropwise via syringe. The reaction was stirred at rt for 30 min, diluted with Et2O (50 mL) and washed with 1 M HCl (10 mL). The aqueous phase was extracted with Et2O. The combined organics were washed with H2O and brine, dried (Na2SO4), filtered and concentrated. Purification... The reactants are C(CCC)C1=NC2=C(N1CC1=CC=C(C=C1)C=1C(=CC=CC1)C(=O)OC(C)(C)C)C=C(C=C2)N2CC(CCC2)C2CCCCC2 (tert.butyl 4'-[(2-n-butyl-6-(3-cyclohexyl-piperidino)-benzimidazol-1-yl)-methyl]biphenyl-2-carboxylate). Solvent: C(Cl)Cl.C(C)O (methylene chloride ethanol). Product: C(CCC)C1=NC2=C(N1CC1=CC=C(C=C1)C=1C(=CC=CC1)C(=O)OC(C)(C)C)C=C(C=C2)CCCC (tert.butyl 4'-[(2,6-di-n-butyl-benzimidazol-1-yl)-methyl]biphenyl-2-carboxylate). Reaction SMILES: [CH2:1]([C:5]1[N:9]([CH2:10][C:11]2[CH:16]=[CH:15][C:14]([C:17]3[C:18]([C:23]([O:25][C:26]([CH3:29])([CH3:28])[CH3:27])=[O:24])=[CH:19][CH:20]=[CH:21][CH:22]=3)=[CH:13][CH:12]=2)[C:8]2[CH:30]=[C:31](N3CCCC(C4CCCCC4)C3)[CH:32]=[CH:33][C:7]=2[N:6]=1)[CH2:2][CH2:3][CH3:4]>C(Cl)Cl.C(O)C>[CH2:1]([C:5]1[N:9]([CH2:10][C:11]2[CH:12]=[CH:13][C:14]([C:17]3[C:18]([C:23]([O:25][C:26]([CH3:29])([CH3:27])[CH3:28])=[O:24])=[CH:19][CH:20]=[CH:21][CH:22]=3)=[CH:15][CH:16]=2)[C:8]2[CH:30]=[C:31]([CH2:5][CH2:1][CH2:2][CH3:3])[CH:32]=[CH:33][C:7]=2[N:6]=1)[CH2:2][CH2:3][CH3:4] |f:1.2|. Reported procedure: tert.butyl 4'-[(2-n-butyl-6-(3-cyclohexyl-piperidino)-benzimidazol-1-yl)-methyl]biphenyl-2-carboxylate oil, Rf value: 0.65 (Silica gel: methylene chloride/ethanol=9:1) Starting materials: C(C1=CC=CO1)=O (Furfural), CO (methanol). The reagents and catalysts are zeolite. The product is O1C=CC=C1.CC=1OC=CC1.CC1=C(OC=C1)C (furan methylfuran dimethylfuran). As a reaction SMILES: [CH:1](=O)[C:2]1[O:6][CH:5]=[CH:4][CH:3]=1.[CH3:8]O>>[O:6]1[CH:2]=[CH:3][CH:4]=[CH:5]1.[CH3:1][C:2]1[O:6][CH:5]=[CH:4][CH:3]=1.[CH3:8][C:3]1[CH:4]=[CH:5][O:6][C:2]=1[CH3:1] |f:2.3.4|. Procedure: Furfural aldehyde and methanol were co-fed in equal amounts over a ZSM-5 zeolite catalyst at atmospheric pressure and at about 500° C. temperature for a residence time of about 1 second. The WHSV ratio was about 25 for each species in the feedstock vapor. The resultant vapor was collected and tested and resulted in a furan/methylfuran/dimethylfuran product ratio of about 5.6/2/1. Therefore, co-feeidng methanol produced substantial methylation of the furan product. Reactants: N1N=NC2=C1C=CC=C2 (benzotriazole), aqueous solution, [N+](=O)([O-])[O-].[Ag+] (silver nitrate). Solvent: O (water). Yields the product N1N=NC2=C1C=CC=C2.[Ag] (silver benzotriazole). Reaction SMILES: [NH:1]1[C:5]2[CH:6]=[CH:7][CH:8]=[CH:9][C:4]=2[N:3]=[N:2]1.[N+]([O-])([O-])=O.[Ag+:14]>O>[NH:1]1[C:5]2[CH:6]=[CH:7][CH:8]=[CH:9][C:4]=2[N:3]=[N:2]1.[Ag:14] |f:1.2,4.5|. Procedure: In 3,000 ml of water were dissolved 28 g of gelatin and 13.2 g of benzotriazole, and the solution was kept at 40° C. while stirring. To the solution was added 100 ml of an aqueous solution of 17 g of silver nitrate over 2 minutes. Excessive salts were sedimented and removed from the resulting emulsion by pH-adjustment. Thereafter, the emulsion was adjusted to pH 6.30 to obtain a silver benzotriazole emulsion. The yield of the emulsion was 400 g. Reaction SMILES: [CH3:38][C:39]([Cl:40])=[O:41].[Cl:1][c:2]1[cH:3][c:4]([NH:16][c:17]2[n:18][cH:19][n:20][c:21]3[cH:22][cH:23][cH:24][c:25]([O:27][CH2:28][CH2:29][NH:30][CH:31]4[CH2:32][CH2:33][N:34]([CH3:37])[CH2:35][CH2:36]4)[c:26]23)[cH:5][cH:6][c:7]1[O:8][CH2:9][c:10]1[n:11][cH:12][cH:13][cH:14][cH:15]1>>[Cl:1][c:2]1[cH:3][c:4]([NH:16][c:17]2[n:18][cH:19][n:20][c:21]3[cH:22][cH:23][cH:24][c:25]([O:27][CH2:28][CH2:29][N:30]([CH:31]4[CH2:32][CH2:33][N:34]([CH3:37])[CH2:35][CH2:36]4)[C:39]([CH3:38])=[O:41])[c:26]23)[cH:5][cH:6][c:7]1[O:8][CH2:9][c:10]1[n:11][cH:12][cH:13][cH:14][cH:15]1. The product is CC(=O)N(CCOc1cccc2ncnc(Nc3ccc(OCc4ccccn4)c(Cl)c3)c12)C1CCN(C)CC1. The reactants are CC(=O)Cl, CN1CCC(NCCOc2cccc3ncnc(Nc4ccc(OCc5ccccn5)c(Cl)c4)c23)CC1. Starting materials: C([O-])(O)=O.[Na+] (sodium bicarbonate), C(C)(C)(C)N(N)C(C1=CC=CC=C1)=O (N'-t-butyl-N'-benzoylhydrazine), C(C1=CC=CC=C1)(=O)C(=O)O (benzoyl formic acid), CS(=O)(=O)Cl (methanesulfonyl chloride). Run in C1(=CC=CC=C1)C (toluene), C(C)N(CC)CC (Triethylamine), C1(=CC=CC=C1)C (toluene). Run at time 1 hour. Yields the product C(C)(C)(C)N(NC(C1=CC=CC=C1)=O)C(=O)C(C1=CC=CC=C1)=O (N'-t-butyl-N'-benzoylcarbonyl-N-benzoylhydrazine). Yield: 70.0%. As a reaction SMILES: C([N:5]([C:7](=[O:14])[C:8]1[CH:13]=[CH:12][CH:11]=[CH:10][CH:9]=1)[NH2:6])(C)(C)C.[C:15]([C:23]([OH:25])=O)(=[O:22])[C:16]1[CH:21]=[CH:20][CH:19]=[CH:18][CH:17]=1.CS(Cl)(=O)=O.C(=O)(O)[O-].[Na+]>C1(C)C=CC=CC=1.C(N(CC)CC)C>[C:8]([N:6]([C:23]([C:15](=[O:22])[C:16]1[CH:17]=[CH:18][CH:19]=[CH:20][CH:21]=1)=[O:25])[NH:5][C:7](=[O:14])[C:8]1[CH:9]=[CH:10][CH:11]=[CH:12][CH:13]=1)([CH3:13])([CH3:9])[CH3:7] |f:3.4|. Procedure: N'-t-butyl-N'-benzoylhydrazine (1 g), benzoyl formic acid (0.7 g) and methanesulfonyl chloride (0.7 g) were stirred in toluene (30 ml) and saturated sodium bicarbonate (10 ml) at approximately 5° C. Triethylamine was added slowly, dropwise to the reaction mixture and stirred 1 hour at room temperature. After stirring for 1 hour, the reaction mixture was diluted with toluene (25 ml) and washed with water several times. The organic layers were dried over magnesium sulfate, filtered and the toluene...